Dataset: the Open Reaction Database (ORD), a public repository of structured organic reaction records. Task: describe an organic reaction: reactants, conditions, products, and yield Starting materials: FC1=C(C=CC(=C1)OCCCCCCCCCC)O (2-fluoro-4-decyloxyphenol), Cl (hydrochloric acid), C1(=CC=C(C=C1)C(=O)Cl)C1=CC=C(C=C1)C(=O)Cl (4,4'-biphenyldicarboxylic acid chloride), FC([C@@H](CCCCCC)O)(F)F ((R)-(+)-1,1,1-trifluoro-2-octanol), CN(C)C1=NC=CC=C1 (dimethylaminopyridine). Solvent: C(C)N(CC)CC (triethylamine), C(C)N(CC)CC (triethylamine), C(Cl)Cl (methylene chloride). Reaction conditions: time 8 hour. Product: FC1=C(C=CC(=C1)OCCCCCCCCCC)OC(=O)C1=CC=C(C=C1)C1=CC=C(C=C1)C(=O)OC(C(F)(F)F)CCCCCC (1,1,1trifluoro-2-octyl 4-(2-fluoro-4-decyloxyphenyloxycarbonyl)biphenyl-4'-carboxylate). RXN SMILES: [C:1]1([C:10]2[CH:15]=[CH:14][C:13]([C:16](Cl)=[O:17])=[CH:12][CH:11]=2)[CH:6]=[CH:5][C:4]([C:7](Cl)=[O:8])=[CH:3][CH:2]=1.[F:19][C:20]([F:30])([F:29])[C@H:21]([OH:28])[CH2:22][CH2:23][CH2:24][CH2:25][CH2:26][CH3:27].CN(C1C=CC=CN=1)C.[F:40][C:41]1[CH:46]=[C:45]([O:47][CH2:48][CH2:49][CH2:50][CH2:51][CH2:52][CH2:53][CH2:54][CH2:55][CH2:56][CH3:57])[CH:44]=[CH:43][C:42]=1[OH:58].Cl>C(N(CC)CC)C.C(Cl)Cl>[F:40][C:41]1[CH:46]=[C:45]([O:47][CH2:48][CH2:49][CH2:50][CH2:51][CH2:52][CH2:53][CH2:54][CH2:55][CH2:56][CH3:57])[CH:44]=[CH:43][C:42]=1[O:58][C:16]([C:13]1[CH:12]=[CH:11][C:10]([C:1]2[CH:6]=[CH:5][C:4]([C:7]([O:28][CH:21]([CH2:22][CH2:23][CH2:24][CH2:25][CH2:26][CH3:27])[C:20]([F:29])([F:30])[F:19])=[O:8])=[CH:3][CH:2]=2)=[CH:15][CH:14]=1)=[O:17]. Procedure: Into methylene chloride (20 ml) were added 4,4'-biphenyldicarboxylic acid chloride (0.5 g), (R)-(+)-1,1,1-trifluoro-2-octanol (0.15 g), triethylamine (0.09 g) and dimethylaminopyridine (0.03 g) and the mixture was left to stand for 8 hours in order to allow a reaction to proceed. Thereto were added 2-fluoro-4-decyloxyphenol (0.22 g) and triethylamine (0.09 g), and the mixture was left to stand for 8 hours in order to allow a reaction to proceed. The product was made acidic with 1N hydrochloric a... Starting materials: C1(CCCCC1)C1=NC=C2N1C=CN=C2 (3-cyclohexyl-imidazo[1,5-a]pyrazine), [H][H] (hydrogen). Reagents/catalysts: O=[Pt]=O (Adam's catalyst). Run in C(C)O (ethanol). The product is C1(CCCCC1)C1=NC=C2N1CCNC2 (3-cyclohexyl-5,6,7,8-tetrahydro-imidazo[1,5-a]pyrazine). The yield is 87.5%. As a reaction SMILES: [CH:1]1([C:7]2[N:11]3[CH:12]=[CH:13][N:14]=[CH:15][C:10]3=[CH:9][N:8]=2)[CH2:6][CH2:5][CH2:4][CH2:3][CH2:2]1.[H][H]>C(O)C.O=[Pt]=O>[CH:1]1([C:7]2[N:11]3[CH2:12][CH2:13][NH:14][CH2:15][C:10]3=[CH:9][N:8]=2)[CH2:2][CH2:3][CH2:4][CH2:5][CH2:6]1. Reported procedure: A solution of 3-cyclohexyl-imidazo[1,5-a]pyrazine 8a (960 mg, 4.4 mmol) in 25 ml ethanol was treated with 100 mg Adam's catalyst and stirred vigorously under one atmosphere of hydrogen for 18 hr. The mixture was filtered through a pad of Celite®. The filtrate was concentrated in vacuo to yield 790 mg of 3-cyclohexyl-5,6,7,8-tetrahydro-imidazo[1,5-a]pyrazine 9a as a greenish-yellow solid.